Dataset: the Open Reaction Database (ORD), a public repository of structured organic reaction records. Task: describe an organic reaction: reactants, conditions, products, and yield Reactants: BrCCOC1=CC(=CC(=C1)S(=O)(=O)C)F (1-(2-bromoethoxy)-3-fluoro-5-methylsulfonyl-benzene), Cl (hydrochloric acid), C(CCC)N (butan-1-amine), amine. Solvent: C(C)O (ethanol). Yields the product FC=1C=C(OCCNCCCC)C=C(C1)S(=O)(=O)C (N-[2-(3-FLUORO-5-METHYLSULFONYL-PHENOXY)ETHYL]BUTAN-1-AMINE). RXN SMILES: Br[CH2:2][CH2:3][O:4][C:5]1[CH:10]=[C:9]([S:11]([CH3:14])(=[O:13])=[O:12])[CH:8]=[C:7]([F:15])[CH:6]=1.[CH2:16]([NH2:20])[CH2:17][CH2:18][CH3:19].Cl>C(O)C>[F:15][C:7]1[CH:6]=[C:5]([CH:10]=[C:9]([S:11]([CH3:14])(=[O:13])=[O:12])[CH:8]=1)[O:4][CH2:3][CH2:2][NH:20][CH2:16][CH2:17][CH2:18][CH3:19]. Procedure details: Preparation according to Example 1 but performed in one portion: 1-(2-bromoethoxy)-3-fluoro-5-methylsulfonyl-benzene (0.3 g, 1.01 mmol) and butan-1-amine (0.61 ml, 0.5907 mmol) in ethanol (4 ml). Yield: 290 mg (99%). The amine was converted to the hydrochloric acid salt and re-crystallized from ethanol/diethyl ether: M.p. 204° C. MS m/z (relative intensity, 70 eV) 289 (M+, 1), 246 (35), 86 (bp), 56 (12), 87 (12). Starting materials: C1(=CCCCC1)C1=CNC2=CC=C(C=C12)N1C=NC2=C1C=CC(=C2)C (1-(3-(cyclohexen-1-yl)indol-5-yl)-5-methylbenzimidazole). The reagents and catalysts are [Pd] (Pd on carbon). The solvent is C(C)O (ethanol). Run at time 72 hour. Yields the product C1(CCCCC1)C1=CNC2=CC=C(C=C12)N1C=NC2=C1C=CC(=C2)C (1-(3-Cyclohexylindol-5-yl)-5-methylbenzimidazole). Isolated yield 80.4%. As a reaction SMILES: [C:1]1([C:7]2[C:15]3[C:10](=[CH:11][CH:12]=[C:13]([N:16]4[C:20]5[CH:21]=[CH:22][C:23]([CH3:25])=[CH:24][C:19]=5[N:18]=[CH:17]4)[CH:14]=3)[NH:9][CH:8]=2)[CH2:6][CH2:5][CH2:4][CH2:3][CH:2]=1>[Pd].C(O)C>[CH:1]1([C:7]2[C:15]3[C:10](=[CH:11][CH:12]=[C:13]([N:16]4[C:20]5[CH:21]=[CH:22][C:23]([CH3:25])=[CH:24][C:19]=5[N:18]=[CH:17]4)[CH:14]=3)[NH:9][CH:8]=2)[CH2:2][CH2:3][CH2:4][CH2:5][CH2:6]1. Procedure: A mixture of 1-(3-(cyclohexen-1-yl)indol-5-yl)-5-methylbenzimidazole (0.110 g, 0.34 mmol), 10% Pd on carbon (0.027 g), and absolute ethanol (2 mL) was shaken under an atmosphere of hydrogen (3 atm) for 72 hours. The resulting reaction mixture was filtered through Celite®, and the filtrate was evaporated under reduced pressure to afford the title compound (0.090 g, 80%) as a dark brown foam. Mp, decomposes 120° C.; 1H NMR (DMSO-d6) d 11.5 (br s, NH), 8.41 (s, 1H), 7.73 (s, 1H), 7.56-7.52 (m, 2H),... The reactants are BrC=1C=C(C=CC1)C1=CN=C2N1N=CC(=N2)C(F)(F)F (7-(3-bromophenyl)-3-trifluoromethylimidazo[1,2-b][1,2,4]triazine), C(CCC)[Sn](C=1SC=CN1)(CCCC)CCCC (2-tributylstannylthiazole). Reagents/catalysts: C=1C=CC(=CC1)[P](C=2C=CC=CC2)(C=3C=CC=CC3)[Pd]([P](C=4C=CC=CC4)(C=5C=CC=CC5)C=6C=CC=CC6)([P](C=7C=CC=CC7)(C=8C=CC=CC8)C=9C=CC=CC9)[P](C=1C=CC=CC1)(C=1C=CC=CC1)C=1C=CC=CC1 (tetrakis(triphenylphosphine)palladium(0)). Solvent: C1CCOC1 (THF). Reaction conditions: temperature 65 celsius, time 12 hour. The product is S1C(=NC=C1)C=1C=C(C=CC1)C1=CN=C2N1N=CC(=N2)C(F)(F)F (7-[3-(Thiazol-2-yl)phenyl]-3-trifluoromethylimidazo[1,2-b][1,2,4]triazine). Yield: 31.8%. Reaction SMILES: Br[C:2]1[CH:3]=[C:4]([C:8]2[N:12]3[N:13]=[CH:14][C:15]([C:17]([F:20])([F:19])[F:18])=[N:16][C:11]3=[N:10][CH:9]=2)[CH:5]=[CH:6][CH:7]=1.C([Sn](CCCC)(CCCC)[C:26]1[S:27][CH:28]=[CH:29][N:30]=1)CCC>C1COCC1.C1C=CC([P]([Pd]([P](C2C=CC=CC=2)(C2C=CC=CC=2)C2C=CC=CC=2)([P](C2C=CC=CC=2)(C2C=CC=CC=2)C2C=CC=CC=2)[P](C2C=CC=CC=2)(C2C=CC=CC=2)C2C=CC=CC=2)(C2C=CC=CC=2)C2C=CC=CC=2)=CC=1>[S:27]1[CH:28]=[CH:29][N:30]=[C:26]1[C:2]1[CH:3]=[C:4]([C:8]2[N:12]3[N:13]=[CH:14][C:15]([C:17]([F:20])([F:19])[F:18])=[N:16][C:11]3=[N:10][CH:9]=2)[CH:5]=[CH:6][CH:7]=1 |^1:47,49,68,87|. Reported procedure: A mixture of 7-(3-bromophenyl)-3-trifluoromethylimidazo[1,2-b][1,2,4]triazine (0.2 g, 0.58 mmol), 2-tributylstannylthiazole (0.44 g, 1.17 mmol) and tetrakis(triphenylphosphine)palladium(0) (67 mg, 0.06 mmol) in THF (2 ml) was degassed with a stream of N2 for 10 min and stirred at 65° C. for 12 h. After allowing to cool to room temperature, the mixture was concentrated in vacuo. The residue was purified by flash chromatography (silica gel, 25% EtOAc/isohexane) and triturated with Et2O to give 64 ... Reactants: NC1CCN(Cc2ccccc2)C1, CO, O=C(NCC(=O)N1CCC(Oc2cccc(C(F)(F)F)c2)CC1)c1cn(C2CCN(Cc3ccccc3)C2)nn1, [OH-], [OH-], [Pd+2]. The product is O=C(NCC(=O)N1CCC(Oc2cccc(C(F)(F)F)c2)CC1)c1cn(C2CCNC2)nn1. Reaction SMILES: [CH2:41]([N:42]1[CH2:43][CH2:44][CH:45]([NH2:46])[CH2:47]1)[c:48]1[cH:49][cH:50][cH:51][cH:52][cH:53]1.[CH3:54][OH:55].[O:1]=[C:2]([CH2:3][NH:4][C:5](=[O:6])[c:7]1[n:8][n:9][n:10]([CH:12]2[CH2:13][N:14]([CH2:17][c:18]3[cH:19][cH:20][cH:21][cH:22][cH:23]3)[CH2:15][CH2:16]2)[cH:11]1)[N:24]1[CH2:25][CH2:26][CH:27]([O:30][c:31]2[cH:32][c:33]([C:37]([F:38])([F:39])[F:40])[cH:34][cH:35][cH:36]2)[CH2:28][CH2:29]1.[OH-:56].[OH-:57].[Pd+2:58]>>[O:1]=[C:2]([CH2:3][NH:4][C:5](=[O:6])[c:7]1[n:8][n:9][n:10]([CH:12]2[CH2:13][NH:14][CH2:15][CH2:16]2)[cH:11]1)[N:24]1[CH2:25][CH2:26][CH:27]([O:30][c:31]2[cH:32][c:33]([C:37]([F:38])([F:39])[F:40])[cH:34][cH:35][cH:36]2)[CH2:28][CH2:29]1. Starting materials: O=C(NC1=C(F)C(F)=C(C(F)=C1F)C(F)(F)F)C=2C=CC=C(OC(=O)C)C2. Reagents/catalysts: [Na].O=S(=O)(O)C1=CC=C(C=C1)C, O1B(OC(C)(C)C1(C)C)B2OC(C)(C)C(O2)(C)C, O=C(C=CC1=CC=C(C=C1)C(F)(F)F)C=CC2=CC=C(C=C2)C(F)(F)F, [K].O=S(=O)(O)OOS(=O)(=O)O, [Pd].O=C(O)C. Run in N#CC. Run at temperature 80 celsius, time 24 hour. Product: O=C(OC1=CC=C(B2OC(C)(C)C(O2)(C)C)C(=C1)C(=O)NC3=C(F)C(F)=C(C(F)=C3F)C(F)(F)F)C. Isolated yield 61.0%. Reactants: CC(=O)c1cccnn1, COC(=O)C(=O)OC, C[Si](C)(C)[N-][Si](C)(C)C, [Li+], C1CCOC1. The product is COC(=O)C(=O)CC(=O)c1cccnn1. Reaction SMILES: [C:11]([CH3:12])(=[O:13])[c:14]1[n:15][n:16][cH:17][cH:18][cH:19]1.[C:20]([C:21](=[O:22])[O:23][CH3:24])(=[O:25])[O:26][CH3:27].[CH3:1][Si:2]([N-:3][Si:4]([CH3:5])([CH3:6])[CH3:7])([CH3:8])[CH3:9].[Li+:10].[O:28]1[CH2:29][CH2:30][CH2:31][CH2:32]1>>[C:11]([CH2:12][C:20]([C:21](=[O:22])[O:23][CH3:24])=[O:25])(=[O:13])[c:14]1[n:15][n:16][cH:17][cH:18][cH:19]1.